From a dataset of the Open Reaction Database (ORD), a public repository of structured organic reaction records. describe an organic reaction: reactants, conditions, products, and yield Reactants: [H-].[Na+] (Sodium hydride), O (Water), OC=1C=C(C=CC1)NC(C)=O (N-(3-hydroxyphenyl)acetamide), ClC1=NC=C(C(=C1)NC1=CC=CC=C1)[N+](=O)[O-] (2-Chloro-5-nitro-N-phenyl-4-pyridineamine). Run in CN(C)C=O (DMF). Conditions: temperature 60 celsius, time 10 minute. Product: [N+](=O)([O-])C=1C(=CC(=NC1)OC=1C=C(C=CC1)NC(C)=O)NC1=CC=CC=C1 (N-(3-{[5-Nitro-4-(phenylamino)-2-pyridinyl]oxy}phenyl)acetamide). The yield is 96.9%. As a reaction SMILES: [H-].[Na+].[OH:3][C:4]1[CH:5]=[C:6]([NH:10][C:11](=[O:13])[CH3:12])[CH:7]=[CH:8][CH:9]=1.Cl[C:15]1[CH:20]=[C:19]([NH:21][C:22]2[CH:27]=[CH:26][CH:25]=[CH:24][CH:23]=2)[C:18]([N+:28]([O-:30])=[O:29])=[CH:17][N:16]=1.O>CN(C=O)C>[N+:28]([C:18]1[C:19]([NH:21][C:22]2[CH:27]=[CH:26][CH:25]=[CH:24][CH:23]=2)=[CH:20][C:15]([O:3][C:4]2[CH:5]=[C:6]([NH:10][C:11](=[O:13])[CH3:12])[CH:7]=[CH:8][CH:9]=2)=[N:16][CH:17]=1)([O-:30])=[O:29] |f:0.1|. Reported procedure: Sodium hydride (60% dispersion in oil, 16.24 g, 406 mmol) was suspended in DMF (800 mL) and solid N-(3-hydroxyphenyl)acetamide (61.0 g, 406 mol) was added portionwise over 1 h (warming and frothing occurs). After the final addition the product from Step 4 (101.2 g, 406 mmol) was added as a solid, portionwise, over 10 min and the resulting mixture was heated to 60° C. overnight. Water (800 mL) was carefully added dropwise to the still warm reaction mixture over 1 h to give a fine yellow precipita... The reactants are OC1CN(C1)C=1SC=C(N1)C(N[C@@H](C(C)C)CO)=O (3-hydroxy-1-{4-[(1S)-1-(hydroxymethyl)-2-methylpropylcarbamoyl]-1,3-thiazol-2-yl}azetidine), ice, [Si](C)(C)(C(C)(C)C)Cl (t-butyldimethylsilyl chloride), N1C=NC=C1 (imidazole). Solvent: CN(C=O)C (dimethylformamide). The product is [Si](C)(C)(C(C)(C)C)OC[C@H](C(C)C)NC(=O)C=1N=C(SC1)N1CC(C1)O (1-{4-[(1S)-1-(t-butyldimethylsilyloxymethyl)-2-methylpropylcarbamoyl]-1,3-thiazol-2-yl}-3-hydroxyazetidine). Isolated yield 67.4%. Reaction SMILES: [OH:1][CH:2]1[CH2:5][N:4]([C:6]2[S:7][CH:8]=[C:9]([C:11](=[O:19])[NH:12][C@H:13]([CH2:17][OH:18])[CH:14]([CH3:16])[CH3:15])[N:10]=2)[CH2:3]1.[Si:20](Cl)([C:23]([CH3:26])([CH3:25])[CH3:24])([CH3:22])[CH3:21].N1C=CN=C1>CN(C)C=O>[Si:20]([O:18][CH2:17][C@@H:13]([NH:12][C:11]([C:9]1[N:10]=[C:6]([N:4]2[CH2:5][CH:2]([OH:1])[CH2:3]2)[S:7][CH:8]=1)=[O:19])[CH:14]([CH3:16])[CH3:15])([C:23]([CH3:26])([CH3:25])[CH3:24])([CH3:22])[CH3:21]. Procedure: To a solution of 3-hydroxy-1-{4-[(1S)-1-(hydroxymethyl)-2-methylpropylcarbamoyl]-1,3-thiazol-2-yl}azetidine (750 mg, 2.60 mmol) (obtained as described in Reference Example 36(3)) in dimethylformamide (38 ml) were added t-butyldimethylsilyl chloride (470 mg, 3.12 mmol) and imidazole (212 mg, 3.12 mmol) in an ice bath, and then the reaction mixture was stirred in the ice bath for 2 hours. After checking the completion of the reaction, the reaction mixture was partitioned between ethyl acetate and ... Reactants: O[C@H]1C[C@@H](CC2=CC[C@H]3[C@@H]4CC[C@H]([C@H](CC(=O)O)C)[C@]4(CC[C@@H]3[C@@]12C)C)O ((20S)-1α,3β-dihydroxy-20-methyl-pregn-5-ene-21-carboxylic acid), CO (methanol), [N+](=[N-])=C (diazomethane). The solvent is C(C)(=O)O (acetic acid). Conditions: time 30 minute. Product: COC(=O)C[C@@H]([C@H]1CC[C@H]2[C@@H]3CC=C4C[C@H](C[C@@H]([C@]4(C)[C@H]3CC[C@]12C)O)O)C ((20S)-1α,3β-dihydroxy-20-methyl-pregn-5-ene-21-carboxylic acid methyl ester). The yield is 76.2%. RXN SMILES: [OH:1][C@@H:2]1[C@@:24]2([CH3:25])[C:6](=[CH:7][CH2:8][C@@H:9]3[C@@H:23]2[CH2:22][CH2:21][C@@:20]2([CH3:26])[C@H:10]3[CH2:11][CH2:12][C@@H:13]2[C@@H:14]([CH3:19])[CH2:15][C:16]([OH:18])=[O:17])[CH2:5][C@@H:4]([OH:27])[CH2:3]1.CO.[N+](=[CH2:32])=[N-]>C(O)(=O)C>[CH3:32][O:17][C:16]([CH2:15][C@H:14]([CH3:19])[C@@H:13]1[C@:20]2([CH3:26])[C@H:10]([C@H:9]3[C@H:23]([CH2:22][CH2:21]2)[C@:24]2([CH3:25])[C:6]([CH2:5][C@@H:4]([OH:27])[CH2:3][C@@H:2]2[OH:1])=[CH:7][CH2:8]3)[CH2:11][CH2:12]1)=[O:18]. Procedure: A solution of 1.0 g of (20S)-1α,3β-dihydroxy-20-methyl-pregn-5-ene-21-carboxylic acid in 50 ml. of methanol was treated with an ethereal solution containing 4 mmol of diazomethane and stored at room temperature for 30 minutes. After addition of glacial acetic acid, the mixture was concentrated in vacuo. The crystalline residue, which was uniform according to thin-layer chromatography, was recrystallised from concentrated methanolic solution to give 0.79 g of (20S)-1α,3β-dihydroxy-20-methyl-pregn... Reactants: ClCCl, Cc1ccccc1, CCN(C(C)C)C(C)C, CC(C)C(N)CO, O=C1OC(c2ccco2)=NC12CCCCC2. Product: CC(C)C(CO)NC(=O)C1(NC(=O)c2ccco2)CCCCC1. As a reaction SMILES: [CH2:33]([Cl:34])[Cl:35].[CH3:36][c:37]1[cH:38][cH:39][cH:40][cH:41][cH:42]1.[CH:1]([N:2]([CH2:3][CH3:4])[CH:5]([CH3:6])[CH3:7])([CH3:8])[CH3:9].[NH2:10][CH:11]([CH:12]([CH3:13])[CH3:14])[CH2:15][OH:16].[o:17]1[c:18]([C:22]2=[N:23][C:24]3([C:25](=[O:27])[O:26]2)[CH2:28][CH2:29][CH2:30][CH2:31][CH2:32]3)[cH:19][cH:20][cH:21]1>>[NH:10]([CH:11]([CH:12]([CH3:13])[CH3:14])[CH2:15][OH:16])[C:25]([C:24]1([NH:23][C:22]([c:18]2[o:17][cH:21][cH:20][cH:19]2)=[O:26])[CH2:28][CH2:29][CH2:30][CH2:31][CH2:32]1)=[O:27]. The reactants are IC1=C2CCN3C(C2=CC=C1)=CC(NCC3=O)=O (9-iodo-3,4,7,8-tetrahydro-[1,4]diazepino[7,1-a]isoquinoline-2,5-dione), N1N=NC=C1 (1H-1,2,3-triazole), CN([C@H]1[C@@H](CCCC1)N)C (trans-N,N-dimethylcyclohexane-1,2-diamine), C([O-])([O-])=O.[Cs+].[Cs+] (cesium carbonate). The reagents and catalysts are [Cu]I (CuI). Solvent: CN(C)C=O (DMF), O (Water). Conditions: temperature 130 celsius, time 4 minute. Yields the product N=1N(N=CC1)C1=C2CCN3C(C2=CC=C1)=CC(NCC3=O)=O (9-(2H-1,2,3-triazol-2-yl)-3,4,7,8-tetrahydro-[1,4]diazepino[7,1-a]isoquinoline-2,5-dione). The yield is 19.4%. RXN SMILES: I[C:2]1[CH:11]=[CH:10][CH:9]=[C:8]2[C:3]=1[CH2:4][CH2:5][N:6]1[C:16](=[O:17])[CH2:15][NH:14][C:13](=[O:18])[CH:12]=[C:7]12.[NH:19]1[CH:23]=[CH:22][N:21]=[N:20]1.CN(C)[C@@H]1CCCC[C@H]1N.C(=O)([O-])[O-].[Cs+].[Cs+]>CN(C=O)C.[Cu]I.O>[N:19]1[N:20]([C:2]2[CH:11]=[CH:10][CH:9]=[C:8]3[C:3]=2[CH2:4][CH2:5][N:6]2[C:16](=[O:17])[CH2:15][NH:14][C:13](=[O:18])[CH:12]=[C:7]23)[N:21]=[CH:22][CH:23]=1 |f:3.4.5|. Procedure details: 136-1. A mixture of 9-iodo-3,4,7,8-tetrahydro-[1,4]diazepino[7,1-a]isoquinoline-2,5-dione (600 mg, 1.69 mmol), 1H-1,2,3-triazole (421 mg, 6.10 mmol), trans-N,N-dimethylcyclohexane-1,2-diamine (87 mg, 0.61 mmol), cesium carbonate (1987 mg, 6.10 mmol) and CuI (323 mg, 1.69 mmol) in DMF (6 mL) were heated under Ar at 130° C. in the microwave for 5 hr. The mixture was cooled to rt. Water was added and the mixture was extracted with CH2Cl2 (2×). The combined organic layers were dried with sodium sulf...